describe an organic reaction: reactants, conditions, products, and yield From a dataset of the Open Reaction Database (ORD), a public repository of structured organic reaction records. Reactants: C1OC=2C=C(CCN)C=CC2O1 (3,4-methylenedioxyphenethylamine), ClC=1C2=C(N=C(N1)C1=CC=NC=C1)SC(=C2)C(F)(F)F (4-chloro-2-(pyridin-4-yl)-6-trifluoromethyl-thieno-[2,3-d]-pyrimidine). Yields the product N1=CC=C(C=C1)C=1N=C(C2=C(N1)SC(=C2)C(F)(F)F)NCCC2=CC1=C(C=C2)OCO1 (2-(pyridin-4-yl)-4-(3,4-methylenedioxyphenethylamino)-6-trifluoromethyl-thieno-[2,3-d]-pyrimidine). As a reaction SMILES: [CH2:1]1[O:12][C:11]2[CH:10]=[CH:9][C:5]([CH2:6][CH2:7][NH2:8])=[CH:4][C:3]=2[O:2]1.Cl[C:14]1[C:15]2[CH:28]=[C:27]([C:29]([F:32])([F:31])[F:30])[S:26][C:16]=2[N:17]=[C:18]([C:20]2[CH:25]=[CH:24][N:23]=[CH:22][CH:21]=2)[N:19]=1>>[N:23]1[CH:24]=[CH:25][C:20]([C:18]2[N:19]=[C:14]([NH:8][CH2:7][CH2:6][C:5]3[CH:9]=[CH:10][C:11]4[O:12][CH2:1][O:2][C:3]=4[CH:4]=3)[C:15]3[CH:28]=[C:27]([C:29]([F:31])([F:30])[F:32])[S:26][C:16]=3[N:17]=2)=[CH:21][CH:22]=1. Reported procedure: With the procedure of Example 1, the reaction of 3,4-methylenedioxyphenethylamine with 4-chloro-2-(pyridin-4-yl)-6-trifluoromethyl-thieno-[2,3-d]-pyrimidine yields 2-(pyridin-4-yl)-4-(3,4-methylenedioxyphenethylamino)-6-trifluoromethyl-thieno-[2,3-d]-pyrimidine. Starting materials: COC1=C(C=CC=C1)SCCCN(C(NC=1SC(=CN1)SC(C(=O)O)(C)C)=O)[C@@H]1CC[C@H](CC1)C (2-{2-[3-[3-(2-methoxy-phenylsulfanyl)-propyl]-3-(trans-4-methyl-cyclohexyl)-ureido]-thiazol-5-ylsulfanyl}-2-methyl-propionic acid), COC=1C=C(C=CC1)S (3-methoxy-thiophenol), C(C)OC(C(C)(C)SC1=CN=C(S1)N)=O (2-(2-amino-thiazol-5-ylsulfanyl)-2-methyl-propionic acid ethyl ester). Yields the product COC=1C=C(C=CC1)SCCCN(C(NC=1SC(=CN1)SC(C(=O)O)(C)C)=O)[C@@H]1CC[C@H](CC1)C (2-{2-[3-[3-(3-Methoxy-phenylsulfanyl)-propyl]-3-(trans-4-methyl-cyclohexyl)-ureido]-thiazol-5-ylsulfanyl}-2-methyl-propionic acid). Reaction SMILES: CO[C:3]1[CH:8]=[CH:7][CH:6]=[CH:5][C:4]=1[S:9][CH2:10][CH2:11][CH2:12][N:13]([C@H:29]1[CH2:34][CH2:33][C@H:32]([CH3:35])[CH2:31][CH2:30]1)[C:14](=[O:28])[NH:15][C:16]1[S:17][C:18]([S:21][C:22]([CH3:27])([CH3:26])[C:23]([OH:25])=[O:24])=[CH:19][N:20]=1.[CH3:36][O:37]C1C=C(S)C=CC=1.C(OC(=O)C(SC1SC(N)=NC=1)(C)C)C>>[CH3:36][O:37][C:8]1[CH:3]=[C:4]([S:9][CH2:10][CH2:11][CH2:12][N:13]([C@H:29]2[CH2:34][CH2:33][C@H:32]([CH3:35])[CH2:31][CH2:30]2)[C:14](=[O:28])[NH:15][C:16]2[S:17][C:18]([S:21][C:22]([CH3:27])([CH3:26])[C:23]([OH:25])=[O:24])=[CH:19][N:20]=2)[CH:5]=[CH:6][CH:7]=1. Procedure: The compound was prepared following an analogous procedure to the one described for the synthesis 2-{2-[3-[3-(2-methoxy-phenylsulfanyl)-propyl]-3-(trans-4-methyl-cyclohexyl)-ureido]-thiazol-5-ylsulfanyl}-2-methyl-propionic acid using 3-methoxy-thiophenol and 2-(2-amino-thiazol-5-ylsulfanyl)-2-methyl-propionic acid ethyl ester. RXN SMILES: [NH2:1][C:2]1[N:7]=[C:6]([N:8]2[CH2:13][CH2:12][CH2:11][C@H:10]([C:14](O)=[O:15])[CH2:9]2)[CH:5]=[C:4]([C:17]2[CH:22]=[CH:21][C:20]([C:23]#[N:24])=[C:19]([F:25])[CH:18]=2)[N:3]=1.C(Cl)CCl.C1C=CC2N(O)N=NC=2C=1.[F:40][C:41]1[CH:47]=[CH:46][C:44]([NH2:45])=[CH:43][CH:42]=1>CN(C=O)C.CCOC(C)=O.O>[NH2:1][C:2]1[N:7]=[C:6]([N:8]2[CH2:13][CH2:12][CH2:11][C@H:10]([C:14]([NH:45][C:44]3[CH:46]=[CH:47][C:41]([F:40])=[CH:42][CH:43]=3)=[O:15])[CH2:9]2)[CH:5]=[C:4]([C:17]2[CH:22]=[CH:21][C:20]([C:23]#[N:24])=[C:19]([F:25])[CH:18]=2)[N:3]=1. Starting materials: NC1=NC(=CC(=N1)N1C[C@H](CCC1)C(=O)O)C1=CC(=C(C=C1)C#N)F ((3S)-1-[2-amino-6-(4-cyano-3-fluorophenyl)-4-pyrimidinyl]-3-piperidinecarboxylic acid), C(CCl)Cl (EDC), C=1C=CC2=C(C1)N=NN2O (HOBT), FC1=CC=C(N)C=C1 (4-fluoroaniline). Conditions: time 4 hour. The solvent is CCOC(=O)C (EtOAc), O (water), CN(C)C=O (DMF). Reported procedure: To a solution of (3S)-1-[2-amino-6-(4-cyano-3-fluorophenyl)-4-pyrimidinyl]-3-piperidinecarboxylic acid (150 mg, 0.439 mmol), EDC (118 mg, 0.615 mmol), and HOBT (83 mg, 0.615 mmol) in DMF (8 mL) was added 4-fluoroaniline (68.4 mg, 0.615 mmol), and the reaction mixture was stirred at room temperature for 4 hours. LCMS showed reaction was completed. The reaction was poured into water, and EtOAc was added to extract the product. The product stayed in the EtOAc layer. The organic solution was concent... Product: NC1=NC(=CC(=N1)N1C[C@H](CCC1)C(=O)NC1=CC=C(C=C1)F)C1=CC(=C(C=C1)C#N)F ((3S)-1-[2-Amino-6-(4-cyano-3-fluorophenyl)-4-pyrimidinyl]-N-(4-fluorophenyl)-3-piperidinecarboxamide). Yield: 47.2%.